Dataset: the Open Reaction Database (ORD), a public repository of structured organic reaction records. Task: describe an organic reaction: reactants, conditions, products, and yield Reactants: FC1=CC=C(C=C1)C1=C(C(=CC(=C1)C(C)C)O)O (4'-fluoro-5-(propan-2yl)biphenyl-2,3-diol), ( 54 ), OC(CC(=O)OC(C)(C)C)CC(C\C=C\C1=CC=CC=C1)O (t-butyl (E)-3,5-dihydroxy-8-phenyl-7- octenoate), ( 5 ), ( 56 ), BrC=1C(=CC(=C(C1C1=CC=C(C=C1)F)C=O)OC)C(C)C (6-bromo-4'-fluoro-3-methoxy-5-(propan-2-yl)biphenyl-2-carbaldehyde), CC(CC(C)=O)=O (2,4-pentanedione). Product: BrC1=C(C2=C(OC(C2)(C)C)C(=C1C1=CC=C(C=C1)F)O)C(C)C (5-Bromo-6-(4'-fluorophenyl)-2,3-dihydro-2,2-dimethyl-4-(propan-2-yl)benzo[b]furan-7-ol). Reaction SMILES: [Br:1]C1C(C(C)C)=CC(OC)=C(C=O)C=1C1C=CC(F)=CC=1.OC(CC(O)C/C=C/C1C=CC=CC=1)CC(O[C:28]([CH3:31])([CH3:30])[CH3:29])=O.[F:44][C:45]1[CH:50]=[CH:49][C:48]([C:51]2[CH:56]=[C:55]([CH:57]([CH3:59])[CH3:58])[CH:54]=[C:53]([OH:60])[C:52]=2[OH:61])=[CH:47][CH:46]=1.CC(=O)CC(=O)C>>[Br:1][C:56]1[C:51]([C:48]2[CH:47]=[CH:46][C:45]([F:44])=[CH:50][CH:49]=2)=[C:52]([OH:61])[C:53]2[O:60][C:28]([CH3:31])([CH3:30])[CH2:29][C:54]=2[C:55]=1[CH:57]([CH3:59])[CH3:58]. Reported procedure: Mass (m/z, %): 380 (M+, 100), 378 (M+, 100), 365 (54), 363 (56), 284 (41), 256 (25), 242 (13), 183 (10), 149 (5).